Dataset: the Open Reaction Database (ORD), a public repository of structured organic reaction records. Task: describe an organic reaction: reactants, conditions, products, and yield Starting materials: CC(C)(C)CO, CCOC(=O)Cn1nc(C(=O)OCC)cc1O, CC(C)OC(=O)N=NC(=O)OC(C)C, C1CCOC1, c1ccc(P(c2ccccc2)c2ccccc2)cc1. The product is CCOC(=O)Cn1nc(C(=O)OCC)cc1OCC(C)(C)C. Reaction SMILES: [CH2:18]([C:19]([CH3:20])([CH3:21])[CH3:22])[OH:23].[CH2:1]([CH3:2])[O:3][C:4](=[O:5])[c:6]1[n:7][n:8]([CH2:12][C:13](=[O:14])[O:15][CH2:16][CH3:17])[c:9]([OH:11])[cH:10]1.[O:43]=[C:44]([O:45][CH:46]([CH3:47])[CH3:48])[N:49]=[N:50][C:51]([O:52][CH:53]([CH3:54])[CH3:55])=[O:56].[O:57]1[CH2:58][CH2:59][CH2:60][CH2:61]1.[c:24]1([P:25]([c:26]2[cH:27][cH:28][cH:29][cH:30][cH:31]2)[c:32]2[cH:33][cH:34][cH:35][cH:36][cH:37]2)[cH:38][cH:39][cH:40][cH:41][cH:42]1>>[CH2:1]([CH3:2])[O:3][C:4](=[O:5])[c:6]1[n:7][n:8]([CH2:12][C:13](=[O:14])[O:15][CH2:16][CH3:17])[c:9]([O:11][CH2:18][C:19]([CH3:20])([CH3:21])[CH3:22])[cH:10]1. The product is CC1(C(=O)O)CCCN1C(=O)c1ccc(C#N)cc1. As a reaction SMILES: [BrH:1].[C:11](#[N:12])[c:13]1[cH:14][cH:15][c:16]([C:17](=[O:18])[Cl:19])[cH:20][cH:21]1.[CH3:2][C:3]1([C:8](=[O:9])[OH:10])[NH:4][CH2:5][CH2:6][CH2:7]1>>[CH3:2][C:3]1([C:8](=[O:9])[OH:10])[N:4]([C:17]([c:16]2[cH:15][cH:14][c:13]([C:11]#[N:12])[cH:21][cH:20]2)=[O:18])[CH2:5][CH2:6][CH2:7]1. The reactants are Br, N#Cc1ccc(C(=O)Cl)cc1, CC1(C(=O)O)CCCN1. Starting materials: CC(C)(C)OC(=O)N1CCOc2c(Br)cccc2C1, C1COCCN1, CC(C)(C)[O-], [Na+], C1COCCO1, O=C(C=Cc1ccccc1)C=Cc1ccccc1, O=C(C=Cc1ccccc1)C=Cc1ccccc1, O=C(C=Cc1ccccc1)C=Cc1ccccc1, O, [Pd], [Pd]. The product is CC(C)(C)OC(=O)N1CCOc2c(cccc2N2CCOCC2)C1. Reaction SMILES: [Br:1][c:2]1[cH:3][cH:4][cH:5][c:6]2[c:12]1[O:11][CH2:10][CH2:9][N:8]([C:13](=[O:14])[O:15][C:16]([CH3:17])([CH3:18])[CH3:19])[CH2:7]2.[CH2:20]1[CH2:21][O:22][CH2:23][CH2:24][NH:25]1.[CH3:26][C:27]([CH3:28])([O-:29])[CH3:30].[Na+:31].[O:32]1[CH2:33][CH2:34][O:35][CH2:36][CH2:37]1.[O:40]=[C:41]([CH:42]=[CH:43][c:44]1[cH:45][cH:46][cH:47][cH:48][cH:49]1)[CH:50]=[CH:51][c:52]1[cH:53][cH:54][cH:55][cH:56][cH:57]1.[O:58]=[C:59]([CH:60]=[CH:61][c:62]1[cH:63][cH:64][cH:65][cH:66][cH:67]1)[CH:68]=[CH:69][c:70]1[cH:71][cH:72][cH:73][cH:74][cH:75]1.[O:76]=[C:77]([CH:78]=[CH:79][c:80]1[cH:81][cH:82][cH:83][cH:84][cH:85]1)[CH:86]=[CH:87][c:88]1[cH:89][cH:90][cH:91][cH:92][cH:93]1.[OH2:94].[Pd:38].[Pd:39]>>[c:2]1([N:25]2[CH2:20][CH2:21][O:22][CH2:23][CH2:24]2)[cH:3][cH:4][cH:5][c:6]2[c:12]1[O:11][CH2:10][CH2:9][N:8]([C:13](=[O:14])[O:15][C:16]([CH3:17])([CH3:18])[CH3:19])[CH2:7]2. The reactants are F[C@H]1C[C@H]2[C@@H]3C[C@H]([C@H](C(CO)=O)[C@]3(C[C@@H]([C@@H]2[C@]2(C=CC(C=C12)=O)C)O)C)C (6α-fluoro-11β,21 -dihydroxy-16α-methyl-1,4-pregnadiene-3,20-dione), Cl (hydrochloric acid), C1(CCC(=O)O1)=O (succinic acid anhydride), ice water. Run in N1=CC=CC=C1 (pyridine). Run at temperature 20 celsius. Yields the product C(CCC(=O)O)(=O)OCC([C@H]1[C@@H](C[C@H]2[C@@H]3C[C@@H](C4=CC(C=C[C@]4(C)[C@H]3[C@H](C[C@]12C)O)=O)F)C)=O ((6α-fluoro-11β-hydroxy-3,20-dioxo-16α-methyl-1,4-pregnadien-21-yl) hydrogen succinate). Reaction SMILES: [F:1][C@@H:2]1[C:22]2[C@:17]([CH3:24])([CH:18]=[CH:19][C:20](=[O:23])[CH:21]=2)[C@@H:16]2[C@H:4]([C@H:5]3[C@:13]([CH3:26])([CH2:14][C@@H:15]2[OH:25])[C@@H:8]([C:9](=[O:12])[CH2:10][OH:11])[C@H:7]([CH3:27])[CH2:6]3)[CH2:3]1.[C:28]1(=[O:34])[O:33][C:31](=[O:32])[CH2:30][CH2:29]1.Cl>N1C=CC=CC=1>[C:28]([O:11][CH2:10][C:9](=[O:12])[C@@H:8]1[C@:13]2([CH3:26])[C@H:5]([C@H:4]3[C@H:16]([C@@H:15]([OH:25])[CH2:14]2)[C@:17]2([CH3:24])[C:22](=[CH:21][C:20](=[O:23])[CH:19]=[CH:18]2)[C@@H:2]([F:1])[CH2:3]3)[CH2:6][C@H:7]1[CH3:27])(=[O:34])[CH2:29][CH2:30][C:31]([OH:33])=[O:32]. Procedure details: Five grams of 6α-fluoro-11β,21 -dihydroxy-16α-methyl-1,4-pregnadiene-3,20-dione is refluxed in 25 ml. of pyridine with 5 g. of succinic acid anhydride for 2 hours. After cooling to 20°C., the solution is stirred into ice water, acidified with hydrochloric acid, and the thus-precipitated product is vacuumfiltered, washed with water, and dried. By recrystallization from ethyl acetate, 4.85 g. of (6α-fluoro-11β-hydroxy-3,20-dioxo-16α-methyl-1,4-pregnadien-21-yl) hydrogen succinate is obtained, m.p....